From a dataset of the Open Reaction Database (ORD), a public repository of structured organic reaction records. describe an organic reaction: reactants, conditions, products, and yield Reactants: CCO, Cl, [Na+], C1CCOC1, [OH-], CCOC(=O)CCc1cn(Cc2ccc(OCn3nnc4ccccc43)cc2)nc1OCC. Yields the product CCOc1nn(Cc2ccc(OCn3nnc4ccccc43)cc2)cc1CCC(=O)O. RXN SMILES: [CH3:42][CH2:43][OH:44].[ClH:41].[Na+:35].[O:36]1[CH2:37][CH2:38][CH2:39][CH2:40]1.[OH-:34].[n:1]1([CH2:10][O:11][c:12]2[cH:13][cH:14][c:15]([CH2:16][n:17]3[n:18][c:19]([O:29][CH2:30][CH3:31])[c:20]([CH2:22][CH2:23][C:24](=[O:25])[O:26][CH2:27][CH3:28])[cH:21]3)[cH:32][cH:33]2)[n:2][n:3][c:4]2[c:5]1[cH:6][cH:7][cH:8][cH:9]2>>[n:1]1([CH2:10][O:11][c:12]2[cH:13][cH:14][c:15]([CH2:16][n:17]3[n:18][c:19]([O:29][CH2:30][CH3:31])[c:20]([CH2:22][CH2:23][C:24](=[O:25])[OH:26])[cH:21]3)[cH:32][cH:33]2)[n:2][n:3][c:4]2[c:5]1[cH:6][cH:7][cH:8][cH:9]2. The reactants are ClCl (chlorine), C23H24Cl2N4O2S, ClC=1C=C(C(=O)O)C=CC1C(=O)N1CCCC1 (3-chloro-4-(pyrrolidin-1-ylcarbonyl)benzoic acid), CN(C)C(=[N+](C)C)ON1C2=C(C=CC=C2)N=N1.[B-](F)(F)(F)F (TBTU), C(C)(C)N(CC)C(C)C (diisopropylethylamine), ClC1=CC2=C(NC(=N2)[C@H](CSCC)N)C=C1 ((R)-1-(5-chloro-1H-benzimidazol-2-yl)-2-ethylsulfanylethylamine). Solvent: ClCCl.C(C)O (dichloromethane ethanol), O1CCCC1 (tetrahydrofuran). Product: ClC=1C=C(C(=O)N[C@@H](CSCC)C2=NC3=C(N2)C=CC(=C3)Cl)C=CC1C(=O)N1CCCC1 (3-chloro-N-[(1R)-1-(5-chloro-1H-benzimidazol-2-yl)-2-ethylsulfanylethyl]4-(pyrrolidin-1-ylcarbonyl)benzamide). Yield: 75.0%. Reaction SMILES: [Cl:1][C:2]1[CH:3]=[C:4]([CH:8]=[CH:9][C:10]=1[C:11]([N:13]1[CH2:17][CH2:16][CH2:15][CH2:14]1)=[O:12])[C:5]([OH:7])=O.CN(C(ON1N=NC2C=CC=CC1=2)=[N+](C)C)C.[B-](F)(F)(F)F.C(N(C(C)C)CC)(C)C.[Cl:49][C:50]1[CH:64]=[CH:63][C:53]2[NH:54][C:55]([C@@H:57]([NH2:62])[CH2:58][S:59][CH2:60][CH3:61])=[N:56][C:52]=2[CH:51]=1.ClCl>O1CCCC1.ClCCl.C(O)C>[Cl:1][C:2]1[CH:3]=[C:4]([CH:8]=[CH:9][C:10]=1[C:11]([N:13]1[CH2:17][CH2:16][CH2:15][CH2:14]1)=[O:12])[C:5]([NH:62][C@H:57]([C:55]1[NH:54][C:53]2[CH:63]=[CH:64][C:50]([Cl:49])=[CH:51][C:52]=2[N:56]=1)[CH2:58][S:59][CH2:60][CH3:61])=[O:7] |f:1.2,7.8|. Procedure details: Prepared analogously to Example 1g from 3-chloro-4-(pyrrolidin-1-ylcarbonyl)benzoic acid, TBTU, diisopropylethylamine, and (R)-1-(5-chloro-1H-benzimidazol-2-yl)-2-ethylsulfanylethylamine in tetrahydrofuran. Yield: 75%; Rf value: 0.41 (silica gel; dichloromethane/ethanol=9:1); C23H24Cl2N4O2S (491.44); mass spectrum: (M+H)+=491/493/495 (chlorine isotope).